Dataset: the Open Reaction Database (ORD), a public repository of structured organic reaction records. Task: describe an organic reaction: reactants, conditions, products, and yield The reactants are NC1=C(C(=NC(=C1F)Cl)C(=O)OC)C=C (methyl 4-amino-6-chloro-5-fluoro-3-vinylpicolinate), [OH-].[Na+] (sodium hydroxide). Run in CO (methanol), CC(=O)C (acetone). Reaction conditions: time 8 hour. Product: NC1=C(C(=NC(=C1F)Cl)C(=O)O)C=C (4-amino-6-chloro-5-fluoro-3-vinylpicolinic acid). The yield is 63.2%. Reaction SMILES: [NH2:1][C:2]1[C:7]([F:8])=[C:6]([Cl:9])[N:5]=[C:4]([C:10]([O:12]C)=[O:11])[C:3]=1[CH:14]=[CH2:15].[OH-].[Na+]>CO.CC(C)=O>[NH2:1][C:2]1[C:7]([F:8])=[C:6]([Cl:9])[N:5]=[C:4]([C:10]([OH:12])=[O:11])[C:3]=1[CH:14]=[CH2:15] |f:1.2|. Procedure: To a solution of methyl 4-amino-6-chloro-5-fluoro-3-vinylpicolinate (0.150 g, 0.650 mmol) in methanol (3.25 mL) and acetone (3.25 mL) was added sodium hydroxide (0.078 g, 1.951 mmol). The reaction mixture was stirred at room temperature overnight. The mixture was concentrated, diluted with ethyl acetate, and washed with 1N HCl. The organic phase was dried over Na2SO4, filtered, concentrated, and dried under high vacuum to afford the title compound (89 mg, 0.411 mmol, 63.2% yield) as a white soli... Starting materials: FC1=C(C=C(C=C1)S(=O)(=O)CCC)C#C[Si](C)(C)C ({[2-Fluoro-5-(propylsulfonyl)phenyl]ethynyl}trimethyl silane), BrC1=CC(=C(C=C1)C1=CC(=CC=C1)OC)S(=O)(=O)C (4-bromo-3′-methoxy-2-(methylsulfonyl)biphenyl), BrC1=CC(=C(C=C1)C1=CC(=CC=C1)OC)S(=O)(=O)C (4-bromo-3′-methoxy-2-(methylsulfonyl)biphenyl), C(C)(C)(C)OC(COC1=C(C=C(C=C1)Cl)C#C)=O (tert-butyl(4-chloro-2-ethynylphenoxy)acetate), C(C)(C)(C)OC(COC1=C(C=C(C=C1)Cl)C#C)=O (tert-butyl(4-chloro-2-ethynylphenoxy)acetate). Yields the product C(C)(C)(C)OC(COC1=C(C=C(C=C1)Cl)C#CC1=CC(=C(C=C1)C1=CC(=CC=C1)OC)S(=O)(=O)C)=O (tert-butyl(4-chloro-2-{[3′-methoxy-2-(methylsulfonyl)biphenyl-4-yl]ethynyl}phenoxy)acetate). Reaction SMILES: FC1C=CC(S(CCC)(=O)=O)=CC=1C#C[Si](C)(C)C.[C:20]([O:24][C:25](=[O:37])[CH2:26][O:27][C:28]1[CH:33]=[CH:32][C:31]([Cl:34])=[CH:30][C:29]=1[C:35]#[CH:36])([CH3:23])([CH3:22])[CH3:21].Br[C:39]1[CH:44]=[CH:43][C:42]([C:45]2[CH:50]=[CH:49][CH:48]=[C:47]([O:51][CH3:52])[CH:46]=2)=[C:41]([S:53]([CH3:56])(=[O:55])=[O:54])[CH:40]=1>>[C:20]([O:24][C:25](=[O:37])[CH2:26][O:27][C:28]1[CH:33]=[CH:32][C:31]([Cl:34])=[CH:30][C:29]=1[C:35]#[C:36][C:39]1[CH:44]=[CH:43][C:42]([C:45]2[CH:50]=[CH:49][CH:48]=[C:47]([O:51][CH3:52])[CH:46]=2)=[C:41]([S:53]([CH3:56])(=[O:55])=[O:54])[CH:40]=1)([CH3:23])([CH3:22])[CH3:21]. Reported procedure: Following the general method as outlined in Intermediate 107, starting from (4-chloro-2-ethynyl-phenoxy)-acetic acid tert-butyl ester (Intermediate 3) and 4-bromo-3′-methoxy-2-(methylsulfonyl)biphenyl (Intermediate 207), the title compound was obtained as a brown sticky solid after purification by flash column chromatography (silica), eluting with cyclohexane containing increasing amounts of EtOAc. Starting materials: C1(=CC=CC=C1)[C@@H]1OC(CN1C(C)(C)C)CO ((S)-2-phenyl-3-tert-butyl-5-hydroxymethyloxazolidine), O (H2O), [H-].[Na+] (NaH), C(C1=CC=CC=C1)OC=1C=NC(=C(C#N)C1)Cl (5-benzyloxy-2-chloronicotinonitrile), CN(C)C=O (DMF), CN(C)C=O (DMF). Conditions: temperature 90 celsius, time 8 hour. The product is C(\C=C/C(=O)O)(=O)O.C(C1=CC=CC=C1)OC=1C=NC(=C(C#N)C1)OC[C@H](CNC(C)(C)C)O ((S)-5-benzyloxy-2-(3-tert-butylamino-2-hydroxypropoxy)nicotinonitrile maleate). Isolated yield 70.0%. Reaction SMILES: [C:1]1([C@H:7]2[N:11]([C:12]([CH3:15])([CH3:14])[CH3:13])[CH2:10][CH:9]([CH2:16][OH:17])[O:8]2)C=CC=C[CH:2]=1.[H-].[Na+].[CH2:20]([O:27][C:28]1[CH:29]=[N:30][C:31](Cl)=[C:32]([CH:35]=1)[C:33]#[N:34])[C:21]1[CH:26]=[CH:25][CH:24]=[CH:23][CH:22]=1.[OH2:37].CN([CH:41]=[O:42])C>>[C:41]([OH:42])(=[O:27])/[CH:2]=[CH:1]\[C:7]([OH:8])=[O:37].[CH2:20]([O:27][C:28]1[CH:29]=[N:30][C:31]([O:17][CH2:16][C@@H:9]([OH:8])[CH2:10][NH:11][C:12]([CH3:15])([CH3:14])[CH3:13])=[C:32]([CH:35]=1)[C:33]#[N:34])[C:21]1[CH:26]=[CH:25][CH:24]=[CH:23][CH:22]=1 |f:1.2,6.7|. Procedure details: To a flame dried flask under N2 was placed DMF (100 mL), (S)-2-phenyl-3-tert-butyl-5-hydroxymethyloxazolidine, (2.5 g, 0.01 mol) and NaH (50% oil dispersion, 0.5 g, 0.01 mol). The mixture was heated at 90° C. for 10 minutes, then cooled to 35° C. and a solution of 5-benzyloxy-2-chloronicotinonitrile (2.5 g, 0.01 mol) in DMF (25 mL) was added dropwise and allowed to stir at room temperature overnight. The mixture was poured into H2O and extracted with Et2O (3×). The organic layer was dried, filte... The reactants are CCCN(C)C(=O)NC, ClC(Cl)Cl, [Cl-], ClCCl, O=C=Nc1ccccc1. Product: CCCN(C)C(=O)N(C)C(=O)Nc1ccccc1. RXN SMILES: [CH3:4][N:5]([C:6](=[O:7])[NH:8][CH3:9])[CH2:10][CH2:11][CH3:12].[CH:23]([Cl:24])([Cl:25])[Cl:26].[Cl-:22].[Cl:1][CH2:2][Cl:3].[c:13]1([N:19]=[C:20]=[O:21])[cH:14][cH:15][cH:16][cH:17][cH:18]1>>[CH3:4][N:5]([C:6](=[O:7])[N:8]([CH3:9])[C:20]([NH:19][c:13]1[cH:14][cH:15][cH:16][cH:17][cH:18]1)=[O:21])[CH2:10][CH2:11][CH3:12].